From a dataset of the Open Reaction Database (ORD), a public repository of structured organic reaction records. describe an organic reaction: reactants, conditions, products, and yield Starting materials: [BH4-].[Na+] (Sodium borohydride), FC(C(CC=1N(C=C(N1)CC(C=O)(C)C)C(C1=CC=CC=C1)(C1=CC=CC=C1)C1=CC=CC=C1)(O)C1=CC=C(C=C1)C1=NC=C(C=C1)F)F (3-(2-{3,3-difluoro-2-[4-(5-fluoropyridin-2-yl)phenyl]-2-hydroxypropyl}-1-trityl-1H-imidazol-4-yl)-2,2-dimethylpropanal). The solvent is CO (methanol). Yields the product FC(C(CC=1N(C=C(N1)CC(CO)(C)C)C(C1=CC=CC=C1)(C1=CC=CC=C1)C1=CC=CC=C1)(O)C1=CC=C(C=C1)C1=NC=C(C=C1)F)F (3-(2-{3,3-difluoro-2-[4-(5-fluoropyridin-2-yl)phenyl]-2-hydroxypropyl}-1-trityl-1H-imidazol-4-yl)-2,2-dimethylpropan-1-ol). RXN SMILES: [BH4-].[Na+].[F:3][CH:4]([F:51])[C:5]([C:38]1[CH:43]=[CH:42][C:41]([C:44]2[CH:49]=[CH:48][C:47]([F:50])=[CH:46][N:45]=2)=[CH:40][CH:39]=1)([OH:37])[CH2:6][C:7]1[N:8]([C:18]([C:31]2[CH:36]=[CH:35][CH:34]=[CH:33][CH:32]=2)([C:25]2[CH:30]=[CH:29][CH:28]=[CH:27][CH:26]=2)[C:19]2[CH:24]=[CH:23][CH:22]=[CH:21][CH:20]=2)[CH:9]=[C:10]([CH2:12][C:13]([CH3:17])([CH3:16])[CH:14]=[O:15])[N:11]=1>CO>[F:51][CH:4]([F:3])[C:5]([C:38]1[CH:39]=[CH:40][C:41]([C:44]2[CH:49]=[CH:48][C:47]([F:50])=[CH:46][N:45]=2)=[CH:42][CH:43]=1)([OH:37])[CH2:6][C:7]1[N:8]([C:18]([C:25]2[CH:30]=[CH:29][CH:28]=[CH:27][CH:26]=2)([C:31]2[CH:36]=[CH:35][CH:34]=[CH:33][CH:32]=2)[C:19]2[CH:20]=[CH:21][CH:22]=[CH:23][CH:24]=2)[CH:9]=[C:10]([CH2:12][C:13]([CH3:17])([CH3:16])[CH2:14][OH:15])[N:11]=1 |f:0.1|. Procedure details: Sodium borohydride (8 mg, 0.2 mmol) was added to a solution of 3-(2-{3,3-difluoro-2-[4-(5-fluoropyridin-2-yl)phenyl]-2-hydroxypropyl}-1-trityl-1H-imidazol-4-yl)-2,2-dimethylpropanal (70 mg, 0.1 mmol) in methanol (3 mL). After stirring at ambient temperature until the reaction was complete (LCMS), the reaction mixture was quenched with water and extracted with methylene chloride. The combined organic extracts were dried (magnesium sulfate) and concentrated in vacuo to afford 3-(2-{3,3-difluoro-2-... The reactants are C(CCCCCCCCCCC)N(C)CCOC1=CC(=C(C=C1)CCC(=O)OC)O (3-[4-[2-(N-Dodecyl-N-methylamino)ethoxy]-2-hydroxyphenyl]propanoic acid, methyl ester), CO (methanol). Product: C(CCCCCCCCCCC)N(C)CCOC1=CC(=C(C=C1)CCC(=O)OC)OC (3-[4-[2-(N-Dodecyl-N-methylamino)ethoxy]-2-methoxyphenyl]propanoic acid, methyl ester). Yield: 91.6%. As a reaction SMILES: [CH2:1]([N:13]([CH2:15][CH2:16][O:17][C:18]1[CH:23]=[CH:22][C:21]([CH2:24][CH2:25][C:26]([O:28][CH3:29])=[O:27])=[C:20]([OH:30])[CH:19]=1)[CH3:14])[CH2:2][CH2:3][CH2:4][CH2:5][CH2:6][CH2:7][CH2:8][CH2:9][CH2:10][CH2:11][CH3:12].[CH3:31]O>>[CH2:1]([N:13]([CH2:15][CH2:16][O:17][C:18]1[CH:23]=[CH:22][C:21]([CH2:24][CH2:25][C:26]([O:28][CH3:29])=[O:27])=[C:20]([O:30][CH3:31])[CH:19]=1)[CH3:14])[CH2:2][CH2:3][CH2:4][CH2:5][CH2:6][CH2:7][CH2:8][CH2:9][CH2:10][CH2:11][CH3:12]. Reported procedure: 3-[4-[2-(N-Dodecyl-N-methylamino)ethoxy]-2-hydroxyphenyl]propanoic acid, methyl ester (500 mg, 1.18 mmol) and methanol (0.096 ml, 2.37 mmol) were reacted under Mitsunobu conditions as described in example 1 and afforded the title compound (471 mg, 81%) as a pale yellow oil. Starting materials: COC(=O)c1nccnc1Br, Nc1ccccc1, O, Cc1ccc(S(=O)(=O)O)cc1. Yields the product COC(=O)c1nccnc1Nc1ccccc1. As a reaction SMILES: [Br:1][c:2]1[n:3][cH:4][cH:5][n:6][c:7]1[C:8](=[O:9])[O:10][CH3:11].[NH2:12][c:13]1[cH:14][cH:15][cH:16][cH:17][cH:18]1.[OH2:30].[c:19]1([CH3:20])[cH:21][cH:22][c:23]([S:24]([OH:25])(=[O:26])=[O:27])[cH:28][cH:29]1>>[c:2]1([NH:12][c:13]2[cH:14][cH:15][cH:16][cH:17][cH:18]2)[n:3][cH:4][cH:5][n:6][c:7]1[C:8](=[O:9])[O:10][CH3:11].